From a dataset of the Open Reaction Database (ORD), a public repository of structured organic reaction records. describe an organic reaction: reactants, conditions, products, and yield As a reaction SMILES: [CH3:30][C:31](=[O:32])[OH:33].[Cl:1][c:2]1[n:3][cH:4][cH:5][c:6]([CH:8]2[CH2:9][CH2:10][CH2:11]2)[n:7]1.[NH2:12][c:13]1[cH:14][c:15](-[c:20]2[cH:21][n:22][c:23]([C:25]3([OH:29])[CH2:26][CH2:27][CH2:28]3)[s:24]2)[cH:16][c:17]([CH3:19])[cH:18]1.[O:34]1[CH2:35][CH2:36][O:37][CH2:38][CH2:39]1>>[c:2]1([NH:12][c:13]2[cH:14][c:15](-[c:20]3[cH:21][n:22][c:23]([C:25]4([OH:29])[CH2:26][CH2:27][CH2:28]4)[s:24]3)[cH:16][c:17]([CH3:19])[cH:18]2)[n:3][cH:4][cH:5][c:6]([CH:8]2[CH2:9][CH2:10][CH2:11]2)[n:7]1. The product is Cc1cc(Nc2nccc(C3CCC3)n2)cc(-c2cnc(C3(O)CCC3)s2)c1. The reactants are CC(=O)O, Clc1nccc(C2CCC2)n1, Cc1cc(N)cc(-c2cnc(C3(O)CCC3)s2)c1, C1COCCO1.